Dataset: the Open Reaction Database (ORD), a public repository of structured organic reaction records. Task: describe an organic reaction: reactants, conditions, products, and yield Reactants: ClCC=1C(=NC=CC1)C1=C(C=CC=C1)OC (3-(chloromethyl)-2-(2-methoxyphenyl)pyridine), OC=1C(=CC(=NC1)OC)C=O (5-Hydroxy-2-methoxypyridine-4-carbaldehyde), C([O-])([O-])=O.[K+].[K+] (potassium carbonate). The solvent is CC#N (CH3CN). Conditions: temperature 60 celsius, time 5 hour. Product: COC1=NC=C(C(=C1)C=O)OCC=1C(=NC=CC1)C1=C(C=CC=C1)OC (2-methoxy-5-[[2-(2-methoxyphenyl)pyridin-3-yl]methoxy]pyridine-4-carbaldehyde). As a reaction SMILES: Cl[CH2:2][C:3]1[C:4]([C:9]2[CH:14]=[CH:13][CH:12]=[CH:11][C:10]=2[O:15][CH3:16])=[N:5][CH:6]=[CH:7][CH:8]=1.[OH:17][C:18]1[C:19]([CH:26]=[O:27])=[CH:20][C:21]([O:24][CH3:25])=[N:22][CH:23]=1.C(=O)([O-])[O-].[K+].[K+]>CC#N>[CH3:25][O:24][C:21]1[CH:20]=[C:19]([CH:26]=[O:27])[C:18]([O:17][CH2:2][C:3]2[C:4]([C:9]3[CH:14]=[CH:13][CH:12]=[CH:11][C:10]=3[O:15][CH3:16])=[N:5][CH:6]=[CH:7][CH:8]=2)=[CH:23][N:22]=1 |f:2.3.4|. Reported procedure: Into a 100-mL round-bottom flask, was placed a solution of 3-(chloromethyl)-2-(2-methoxyphenyl)pyridine (306 mg, 1.31 mmol, 1.00 equiv) in CH3CN (20 mL). 5-Hydroxy-2-methoxypyridine-4-carbaldehyde (200 mg, 1.31 mmol, 1.00 equiv), potassium carbonate (364 mg, 2.63 mmol, 2.00 equiv), and KI (44 mg, 0.27 mmol, 0.20 equiv) were added to the reaction mixture. The resulting solution was stirred for 5 h at 60° C., and then it was concentrated under vacuum. The crude product (200 mg) was purified by Pre... Starting materials: ClC1=NC(=NC=C1)NC1CCCC1 ((4-chloro-pyrimidin-2-yl)-cyclopentyl-amine), C(C1=CC=CC=C1)OC1=CC=C(C=C1)B(O)O ((4-benzyloxyphenyl)boronic acid), C([O-])([O-])=O.[Na+].[Na+] (sodium carbonate). The reagents and catalysts are C1(=CC=CC=C1)P(C1=CC=CC=C1)(C1=CC=CC=C1)[Pd](P(C1=CC=CC=C1)(C1=CC=CC=C1)C1=CC=CC=C1)(P(C1=CC=CC=C1)(C1=CC=CC=C1)C1=CC=CC=C1)P(C1=CC=CC=C1)(C1=CC=CC=C1)C1=CC=CC=C1 (tetrakis(triphenylphosphino)palladium). Yields the product C(C1=CC=CC=C1)OC1=CC=C(C=C1)C1=NC(=NC=C1)NC1CCCC1 ([4-(4-benzyloxy-phenyl)-pyrimidin-2-yl]cyclopentyl-amine). Isolated yield 61.3%. As a reaction SMILES: Cl[C:2]1[CH:7]=[CH:6][N:5]=[C:4]([NH:8][CH:9]2[CH2:13][CH2:12][CH2:11][CH2:10]2)[N:3]=1.[CH2:14]([O:21][C:22]1[CH:27]=[CH:26][C:25](B(O)O)=[CH:24][CH:23]=1)[C:15]1[CH:20]=[CH:19][CH:18]=[CH:17][CH:16]=1.C(=O)([O-])[O-].[Na+].[Na+]>C1(P([Pd](P(C2C=CC=CC=2)(C2C=CC=CC=2)C2C=CC=CC=2)(P(C2C=CC=CC=2)(C2C=CC=CC=2)C2C=CC=CC=2)P(C2C=CC=CC=2)(C2C=CC=CC=2)C2C=CC=CC=2)(C2C=CC=CC=2)C2C=CC=CC=2)C=CC=CC=1>[CH2:14]([O:21][C:22]1[CH:27]=[CH:26][C:25]([C:2]2[CH:7]=[CH:6][N:5]=[C:4]([NH:8][CH:9]3[CH2:13][CH2:12][CH2:11][CH2:10]3)[N:3]=2)=[CH:24][CH:23]=1)[C:15]1[CH:20]=[CH:19][CH:18]=[CH:17][CH:16]=1 |f:2.3.4|. Reported procedure: (4-chloro-pyrimidin-2-yl)-cyclopentyl-amine (100 mg, 0.51 mmol) was reacted with (4-benzyloxyphenyl)boronic acid (173 mg, 0.76 mmol), tetrakis(triphenylphosphino)palladium (44 mg, 0.04 mmol), and aq. 2 N sodium carbonate (1.01 mmol, 0.51 mL) as described in general procedure Q, method Q1, to give 108 mg (62%) of [4-(4-benzyloxy-phenyl)-pyrimidin-2-yl]cyclopentyl-amine. Purification was carried out by silica gel chromatography eluting with hexanes/ethyl acetate, 4:1 then 1:1. LCMS m/z: 346 (M+1)+... Reactants: C(C1=CC=CC=C1)Br (benzyl bromide), C(C)(C)(C)OC(=O)N1CCC(CC1)CC(C(=O)OCC)C(=O)OCC (1-(t-butoxycarbonyl)-4-(2,2-bis(carbethoxy)ethyl)piperidine), C[Si](C)(C)[N-][Si](C)(C)C.[Na+] (sodium bis(trimethylsilyl) amide). The solvent is C1CCOC1 (THF), C1CCOC1 (THF). Reaction conditions: time 10 minute. The product is hexanes ether, C(C)(C)(C)OC(=O)N1CCC(CC1)CC(CC1=CC=CC=C1)(C(=O)OCC)C(=O)OCC (1-(t-Butoxycarbonyl)-4-(3-phenyl-2,2-bis(carboethoxy)propyl) piperidine). The yield is 96.5%. RXN SMILES: [C:1]([O:5][C:6]([N:8]1[CH2:13][CH2:12][CH:11]([CH2:14][CH:15]([C:21]([O:23][CH2:24][CH3:25])=[O:22])[C:16]([O:18][CH2:19][CH3:20])=[O:17])[CH2:10][CH2:9]1)=[O:7])([CH3:4])([CH3:3])[CH3:2].C[Si]([N-][Si](C)(C)C)(C)C.[Na+].[CH2:36](Br)[C:37]1[CH:42]=[CH:41][CH:40]=[CH:39][CH:38]=1>C1COCC1>[C:1]([O:5][C:6]([N:8]1[CH2:9][CH2:10][CH:11]([CH2:14][C:15]([C:16]([O:18][CH2:19][CH3:20])=[O:17])([C:21]([O:23][CH2:24][CH3:25])=[O:22])[CH2:36][C:37]2[CH:42]=[CH:41][CH:40]=[CH:39][CH:38]=2)[CH2:12][CH2:13]1)=[O:7])([CH3:4])([CH3:2])[CH3:3] |f:1.2|. Procedure details: A solution of 628 mg (1.76 mmol) of 1-(t-butoxycarbonyl)-4-(2,2-bis(carbethoxy)ethyl)piperidine (from EXAMPLE 32, Step B) in 8 mL of THF at 0° C. was treated with 2.0 mL of 1.0 M sodium bis(trimethylsilyl) amide solution in THF and stirred cold for 10 min. The resulting mixture was treated with 0.35 mL (2.9 mmol) of benzyl bromide then warmed to rt and stirred for 1 h. The reaction was quenched with 10 mL of sat'd NH4Cl and the quenched mixture was partitioned between 50 mL of ether and 25 mL of... The reactants are CO, Cl, C1COCCO1, N#CC1=C(C2CCCCC23OCCO3)Nc2n[nH]cc2C1c1cccc2nonc12. Product: N#CC1=C(C2CCCCC2=O)Nc2n[nH]cc2C1c1cccc2nonc12. As a reaction SMILES: [CH3:38][OH:39].[ClH:31].[O:32]1[CH2:33][CH2:34][O:35][CH2:36][CH2:37]1.[n:1]1[o:2][n:3][c:4]2[c:5]1[cH:6][cH:7][cH:8][c:9]2[CH:10]1[c:11]2[c:12]([n:28][nH:29][cH:30]2)[NH:13][C:14]([CH:18]2[C:19]3([O:20][CH2:23][CH2:22][O:21]3)[CH2:24][CH2:25][CH2:26][CH2:27]2)=[C:15]1[C:16]#[N:17]>>[n:1]1[o:2][n:3][c:4]2[c:5]1[cH:6][cH:7][cH:8][c:9]2[CH:10]1[c:11]2[c:12]([n:28][nH:29][cH:30]2)[NH:13][C:14]([CH:18]2[C:19](=[O:20])[CH2:24][CH2:25][CH2:26][CH2:27]2)=[C:15]1[C:16]#[N:17]. Reactants: [OH-].[Na+] (NaOH), CC1CCC(CC1)O (4-methylcyclohexanol), C(Cl)C1CO1 (epichlorohydrin), aqueous solution, [OH-].[Na+] (NaOH). The reagents and catalysts are catalyst A, [Cl-].C[N+](C)(C)C (tetramethylammonium chloride). Solvent: C(C)(=O)OCC (ethyl acetate). Run at temperature 100 celsius, time 5 hour. The product is C(C1CO1)OCC1CO1 (glycidyl ether). Yield: 100.0%. RXN SMILES: CC1[CH2:7][CH2:6][CH:5]([OH:8])CC1.[CH2:9]([CH:11]1[O:13][CH2:12]1)Cl.[OH-:14].[Na+]>[Cl-].C[N+](C)(C)C.C(OCC)(=O)C>[CH2:9]([O:14][CH2:7][CH:6]1[O:8][CH2:5]1)[CH:11]1[O:13][CH2:12]1 |f:2.3,4.5|. Reported procedure: A 750 ml sulfonation flask equipped with thermometer, reflux condenser, N2 inlet and metering device is charged with 114.19 g (1.0 mol) of 4-methylcyclohexanol and 1.7 g of catalyst A and the reaction mixture is heated to 100° C. With efficient stirring, 98.0 ml (1.25 mol) of epichlorohydrin are added, and the reaction mixture is thereafter allowed to react for 4 h. After cooling to 50° C., 1 g of tetramethylammonium chloride is added and to the solution are then added 8 g (0.1 mol) of a 50% aqu... Solvent: FC(C(=O)O)(F)F (trifluroacetic acid), C(Cl)Cl (CH2Cl2). The product is C1(CC1)C1=NOC(=N1)C=1N=CN2C3=C(C(NCC12)=O)C=C(C=C3)Br (3(-3-Cyclopropyl-[1,2,4]oxadiazol-5-yl)-8-bromo-4,5-dihydro-2,5,10b-triaza-benzo[e]azulene-6-one). Procedure: 3-(3-Cyclopropyl-[1,2,4]oxadiazol-5-yl)-5-(2,4-dimethoxy-benzyl)-8-bromo-4,5-dihydro-2,5,10b-triaza-benzo[e]azulene-6-one (1.1 g, 2.0 mmol) was suspended in CH2Cl2 (6 mL), cooled in ice, and diluted slowly with trifluroacetic acid (4.7 mL). The resulting solution was treated at 5° C. with trifluoromethanesulfonic acid (266 μL, 3.0 mmol). The red solution was stirred at room temperature for 1.5 h. The mixture was then evaporated and dissolved in CH2Cl2 (10 mL), washed with sodium hydrogen carbona... Run at time 1.5 hour. Starting materials: C1(CC1)C1=NOC(=N1)C=1N=CN2C3=C(C(N(CC12)CC1=C(C=C(C=C1)OC)OC)=O)C=C(C=C3)Br (3-(3-Cyclopropyl-[1,2,4]oxadiazol-5-yl)-5-(2,4-dimethoxy-benzyl)-8-bromo-4,5-dihydro-2,5,10b-triaza-benzo[e]azulene-6-one), FC(S(=O)(=O)O)(F)F (trifluoromethanesulfonic acid). RXN SMILES: [CH:1]1([C:4]2[N:8]=[C:7]([C:9]3[N:10]=[CH:11][N:12]4[C:18]=3[CH2:17][N:16](CC3C=CC(OC)=CC=3OC)[C:15](=[O:30])[C:14]3[CH:31]=[C:32]([Br:35])[CH:33]=[CH:34][C:13]4=3)[O:6][N:5]=2)[CH2:3][CH2:2]1.FC(F)(F)S(O)(=O)=O>C(Cl)Cl.FC(F)(F)C(O)=O>[CH:1]1([C:4]2[N:8]=[C:7]([C:9]3[N:10]=[CH:11][N:12]4[C:18]=3[CH2:17][NH:16][C:15](=[O:30])[C:14]3[CH:31]=[C:32]([Br:35])[CH:33]=[CH:34][C:13]4=3)[O:6][N:5]=2)[CH2:3][CH2:2]1.